This data is from the Open Reaction Database (ORD), a public repository of structured organic reaction records. The task is: describe an organic reaction: reactants, conditions, products, and yield RXN SMILES: [C:1]([N:5]=[N:6][C:7]1([N:13]=[C:14]=[O:15])[CH2:12][CH2:11][CH2:10][CH2:9][CH2:8]1)([CH3:4])([CH3:3])[CH3:2].[NH2:16][NH2:17]>CCCCC>[C:1]([N:5]=[N:6][C:7]1([NH:13][C:14]([NH:16][NH:17][C:14]([NH:13][C:7]2([N:6]=[N:5][C:1]([CH3:4])([CH3:3])[CH3:2])[CH2:12][CH2:11][CH2:10][CH2:9][CH2:8]2)=[O:15])=[O:15])[CH2:12][CH2:11][CH2:10][CH2:9][CH2:8]1)([CH3:4])([CH3:2])[CH3:3]. The reactants are C(C)(C)(C)N=NC1(CCCCC1)N=C=O (1-t-butylazo-1-isocyanatocyclohexane), carbonyl, NN (hydrazine), product. Conditions: time 60 minute. Solvent: CCCCC (pentane). Procedure details: To 9.27 grams (0.044 moles) of 1-t-butylazo-1-isocyanatocyclohexane stirred with a magnetic stirrer in a 50 ml erlenmeyer flask was added 0.74 grams (0.022 moles) of 97% hydrazine. The reaction mixture rapidly became a solid and pentane was added to slurry the mixture. The slurry was then stirred for 60 minutes at room temperature and filtered. The filter cake was dried leaving 9.5 grams (95% crude yield) of a white powder. The product melted at 195°-197° C. with decomposition. The infrared spec... Product: C(C)(C)(C)N=NC1(CCCCC1)NC(=O)NNC(=O)NC1(CCCCC1)N=NC(C)(C)C (1,2-Di[1-(t-butylazo)cyclohexylaminocarbonyl]hydrazine). The reactants are BrC1=C(C=CC=C1)C(C)Br (1-bromo-2-(1-bromoethyl)benzene), Cl (hydrochloric acid), O=S(Cl)Cl (SOCl2), [OH-].[K+] (potassium hydroxide), Cl (HCl), ice, C(CC(=O)OCC)(=O)OCC (diethyl malonate), [Al+3].[Cl-].[Cl-].[Cl-] (AlCl3). Run in C(C)O (ethanol), O (water), C(C)O (ethanol), ClCCl (dichloromethane). Reaction conditions: time 15 minute. Yields the product BrC1=C2C(CC(C2=CC=C1)=O)C (4-Bromo-3-methylindan-1-one). RXN SMILES: C(OCC)(=O)[CH2:2][C:3](OCC)=[O:4].[Br:12][C:13]1[CH:18]=[CH:17][CH:16]=[CH:15][C:14]=1[CH:19](Br)[CH3:20].[OH-].[K+].Cl.O=S(Cl)Cl.[Al+3].[Cl-].[Cl-].[Cl-]>C(O)C.O.ClCCl>[Br:12][C:13]1[CH:18]=[CH:17][CH:16]=[C:15]2[C:14]=1[CH:19]([CH3:20])[CH2:2][C:3]2=[O:4] |f:2.3,6.7.8.9|. Reported procedure: To a solution of sodium ethoxide in ethanol obtained from 15.4 g (0.67 mmol) of sodium and 360 ml of anhydrous ethanol, a solution of 215 g (1.34 mmol) of diethyl malonate in 240 ml of ethanol was added dropwise, while vigorously stirring, over 15 min. Then, 137 g (0.52 mmol) of 1-bromo-2-(1-bromoethyl)benzene in 50 ml of ethanol was added dropwise with such a rate, so the reaction mixture would be slowly refluxing. The resulting mixture was additionally refluxed for 4 h, then cooled to room tem... The reactants are CC1(S(N)(=O)=O)CC1, COc1ccc2c(OC3CC4C(=O)NC5(C(=O)O)CC5C=CCCCCCC(=O)N4C3)cc(-c3nc(C(C)C)cs3)nc2c1C, COc1ccc2c(OC3CC4C(=O)NC5(C(=O)NS(=O)(=O)C6CC6)CC5C=CCCCCCCC(=O)N4C3)cc(-c3nc(C(C)C)cs3)nc2c1. Product: COc1ccc2c(OC3CC4C(=O)NC5(C(=O)NS(=O)(=O)C6(C)CC6)CC5C=CCCCCCC(=O)N4C3)cc(-c3nc(C(C)C)cs3)nc2c1C. As a reaction SMILES: [CH3:46][C:47]1([S:50](=[O:51])(=[O:52])[NH2:53])[CH2:48][CH2:49]1.[CH:1]([CH3:2])([CH3:3])[c:4]1[n:5][c:6](-[c:9]2[n:10][c:11]3[c:12]([CH3:45])[c:13]([O:43][CH3:44])[cH:14][cH:15][c:16]3[c:17]([O:19][CH:20]3[CH2:21][N:22]4[C:23](=[O:42])[CH2:24][CH2:25][CH2:26][CH2:27][CH2:28][CH:29]=[CH:30][CH:31]5[CH2:32][C:33]5([C:39](=[O:40])[OH:41])[NH:34][C:35](=[O:38])[CH:36]4[CH2:37]3)[cH:18]2)[s:7][cH:8]1.[CH:54]([c:55]1[n:56][c:57](-[c:58]2[cH:59][c:60]([O:61][CH:62]3[CH2:63][CH:64]4[N:65]([C:66](=[O:67])[CH2:68][CH2:69][CH2:70][CH2:71][CH2:72][CH2:73][CH:74]=[CH:75][CH:76]5[C:77]([C:78]([NH:79][S:80]([CH:81]6[CH2:82][CH2:83]6)(=[O:84])=[O:85])=[O:86])([NH:87][C:88]4=[O:89])[CH2:90]5)[CH2:91]3)[c:92]3[c:93]([cH:94][c:95]([O:96][CH3:97])[cH:98][cH:99]3)[n:100]2)[s:101][cH:102]1)([CH3:103])[CH3:104]>>[CH:1]([CH3:2])([CH3:3])[c:4]1[n:5][c:6](-[c:9]2[n:10][c:11]3[c:12]([CH3:45])[c:13]([O:43][CH3:44])[cH:14][cH:15][c:16]3[c:17]([O:19][CH:20]3[CH2:21][N:22]4[C:23](=[O:42])[CH2:24][CH2:25][CH2:26][CH2:27][CH2:28][CH:29]=[CH:30][CH:31]5[CH2:32][C:33]5([C:39](=[O:40])[NH:53][S:50]([C:47]5([CH3:46])[CH2:48][CH2:49]5)(=[O:51])=[O:52])[NH:34][C:35](=[O:38])[CH:36]4[CH2:37]3)[cH:18]2)[s:7][cH:8]1.